From a dataset of the Open Reaction Database (ORD), a public repository of structured organic reaction records. describe an organic reaction: reactants, conditions, products, and yield The reactants are COC(=O)c1cc(I)cc(CBr)c1, O=C([O-])[O-], CN(C)C=O, [K+], [K+], O, c1c[nH]cn1. Product: COC(=O)c1cc(I)cc(Cn2ccnc2)c1. Reaction SMILES: [Br:1][CH2:2][c:3]1[cH:4][c:5]([C:6](=[O:7])[O:8][CH3:9])[cH:10][c:11]([I:13])[cH:12]1.[C:14](=[O:15])([O-:16])[O-:17].[CH3:25][N:26]([CH3:27])[CH:28]=[O:29].[K+:18].[K+:19].[OH2:30].[nH:20]1[cH:21][n:22][cH:23][cH:24]1>>[CH2:2]([c:3]1[cH:4][c:5]([C:6](=[O:7])[O:8][CH3:9])[cH:10][c:11]([I:13])[cH:12]1)[n:20]1[cH:21][n:22][cH:23][cH:24]1. The reactants are COc1ccc(-n2ncc(C#N)c2N)cc1, N, O=S(=O)(O)O. Yields the product COc1ccc(-n2ncc(C(N)=O)c2N)cc1. Reaction SMILES: [CH3:1][O:2][c:3]1[cH:4][cH:5][c:6](-[n:9]2[n:10][cH:11][c:12]([C:15]#[N:16])[c:13]2[NH2:14])[cH:7][cH:8]1.[NH3:17].[S:18]([OH:19])(=[O:20])(=[O:21])[OH:22]>>[CH3:1][O:2][c:3]1[cH:4][cH:5][c:6](-[n:9]2[n:10][cH:11][c:12]([C:15]([NH2:16])=[O:19])[c:13]2[NH2:14])[cH:7][cH:8]1. Reported procedure: (100 mg, 0.41 mmol) 5-(3-Fluoro-phenylethynyl)-pyridine-2-carboxylic acid (Example 1, step 2) was dissolved in dioxane (1 ml) and Hunig's Base (217 μl, 1.24 mmol, 3 equiv.), tert.-butylethylamine (63 mg, 0.62 mmol, 1.5 equiv.) and TBTU (146 mg, 0.45 mmol, 1.1 equiv.) were added at room temperature. The mixture was stirred for 16 hours at room temperature. The reaction mixture was evaporated and extracted saturated NaHCO3 solution and two times with a small volume of dichloromethane. The crude pr... Isolated yield 76.7%. The solvent is O1CCOCC1 (dioxane). Reaction SMILES: [F:1][C:2]1[CH:3]=[C:4]([C:8]#[C:9][C:10]2[CH:11]=[CH:12][C:13]([C:16]([OH:18])=O)=[N:14][CH:15]=2)[CH:5]=[CH:6][CH:7]=1.CCN(C(C)C)C(C)C.[C:28]([NH:32][CH2:33][CH3:34])([CH3:31])([CH3:30])[CH3:29].CN(C(ON1N=NC2C=CC=CC1=2)=[N+](C)C)C.[B-](F)(F)(F)F>O1CCOCC1>[C:28]([N:32]([CH2:33][CH3:34])[C:16]([C:13]1[CH:12]=[CH:11][C:10]([C:9]#[C:8][C:4]2[CH:5]=[CH:6][CH:7]=[C:2]([F:1])[CH:3]=2)=[CH:15][N:14]=1)=[O:18])([CH3:31])([CH3:30])[CH3:29] |f:3.4|. Reaction conditions: time 16 hour. Yields the product C(C)(C)(C)N(C(=O)C1=NC=C(C=C1)C#CC1=CC(=CC=C1)F)CC (5-(3-fluoro-phenylethynyl)-pyridine-2-carboxylic acid tert-butyl-ethyl-amide). Reactants: CCN(C(C)C)C(C)C (Hunig's Base), C(C)(C)(C)NCC (tert.-butylethylamine), CN(C)C(=[N+](C)C)ON1C2=C(C=CC=C2)N=N1.[B-](F)(F)(F)F (TBTU), FC=1C=C(C=CC1)C#CC=1C=CC(=NC1)C(=O)O (5-(3-fluoro-phenylethynyl)-pyridine-2-carboxylic acid). Reactants: COC1=C(C=CC=C1)C1C(=C(C2=CC=CC=C12)C1=CC2=C(C=C1)OCO2)C(=O)OCC (ethyl (RS)-1-(2-methoxyphenyl)-3-(3,4-methylenedioxyphenyl)indene-2-carboxylate), COC1=C(C=CC=C1)C1C(C(C2=CC=CC=C12)C1=CC2=C(C=C1)OCO2)C(=O)[O-] (1-(2-Methoxyphenyl)-3-(3,4-methylenedioxyphenyl)indane-2-carboxylate). The reagents and catalysts are [Pd] (palladium on activated carbon). The solvent is CCO (EtOH). Conditions: time 8 hour. Product: COC1=C(C=CC=C1)C1C(C(C2=CC=CC=C12)C1=CC2=C(C=C1)OCO2)C(=O)O (1-(2-Methoxyphenyl)-3-(3,4-methylenedioxyphenyl)indane-2-carboxylic acid). Yield: 100.0%. As a reaction SMILES: [CH3:1][O:2][C:3]1[CH:8]=[CH:7][CH:6]=[CH:5][C:4]=1[CH:9]1[C:17]2[C:12](=[CH:13][CH:14]=[CH:15][CH:16]=2)[CH:11]([C:18]2[CH:23]=[CH:22][C:21]3[O:24][CH2:25][O:26][C:20]=3[CH:19]=2)[CH:10]1[C:27]([O-:29])=[O:28].COC1C=CC=CC=1C1C2C(=CC=CC=2)C(C2C=CC3OCOC=3C=2)=C1C(OCC)=O>CCO.[Pd]>[CH3:1][O:2][C:3]1[CH:8]=[CH:7][CH:6]=[CH:5][C:4]=1[CH:9]1[C:17]2[C:12](=[CH:13][CH:14]=[CH:15][CH:16]=2)[CH:11]([C:18]2[CH:23]=[CH:22][C:21]3[O:24][CH2:25][O:26][C:20]=3[CH:19]=2)[CH:10]1[C:27]([OH:29])=[O:28]. Procedure details: Ethyl (1RS, 2RS, 3RS)-1-(2-Methoxyphenyl)-3-(3,4-methylenedioxyphenyl)indane-2-carboxylate. To a solution of ethyl (RS)-1-(2-methoxyphenyl)-3-(3,4-methylenedioxyphenyl)indene-2-carboxylate (90 mg, 0.22 mmol) in EtOH (10 ml) was added 10% palladium on activated carbon (90 mg). The resulting suspension was shaken on a Parr hydrogenator at 60 psi H2 overnight, then was filtered through a pad of Celite. The filtrate was concentrated under reduced pressure to afford the title compound (90 mg, 100%), ... Starting materials: [OH-].[Na+] (sodium hydroxide), C(Cl)Cl (methylene chloride), C(CC)(=O)N1C(O[C@@H]([C@H]1CF)C1=CC=C(C=C1)S(=O)(=O)C)(C)C ((4S,5R)-3-propionyl-2,2-dimethyl-4-fluoromethyl-5-[4-(methylsulfonyl)phenyl]-1,3-oxazolidine), C(CC)(=O)N1C(O[C@@H]([C@H]1CF)C1=CC=C(C=C1)S(=O)(=O)C)(C)C ((4S,5R)-3-propionyl-2,2-dimethyl-4-fluoromethyl-5-[4-(methylsulfonyl)phenyl]-1,3-oxazolidine), Cl (hydrochloric acid). The solvent is O (water). Yields the product CS(=O)(=O)C1=CC=C(C=C1)[C@H]([C@@H](CF)N)O ((1R,2S)-1-[4-(methylsulfonyl)phenyl]-2-amino-3-fluoro-1-propanol). RXN SMILES: C([N:5]1[C@H:9]([CH2:10][F:11])[C@@H:8]([C:12]2[CH:17]=[CH:16][C:15]([S:18]([CH3:21])(=[O:20])=[O:19])=[CH:14][CH:13]=2)[O:7]C1(C)C)(=O)CC.Cl.[OH-].[Na+].C(Cl)Cl>O>[CH3:21][S:18]([C:15]1[CH:14]=[CH:13][C:12]([C@@H:8]([OH:7])[C@H:9]([NH2:5])[CH2:10][F:11])=[CH:17][CH:16]=1)(=[O:20])=[O:19] |f:2.3|. Reported procedure: (4S,5R)-3-acetyl-2,2-dimethyl-4-fluoromethyl-5-[4-(methylsulfonyl)phenyl]-1,3-oxazolidine (Compound IX: R1 is methylsulfonyl; R2, R3 and R4 are methyl) (50.0 g, 0.1518 moles) hydrolyses in water (300 mL) containing 20% hydrochloric acid at 90 to 100° C. over about 1 hour. Adjusting the pH to greater than 12 by addition of sodium hydroxide and extraction with methylene chloride (500 mL) yields (1R,2S)-1-[4-(methylsulfonyl)phenyl]-2-amino-3-fluoro-1-propanol (Compound Xa) in solution. Addition of ... Reactants: CCCCCCCC=CC=CCCCC (8,10-pentadecadiene), O (water). The reagents and catalysts are CO (methanol). Product: C(CCCCCCC=CC=CCCCC)O (8,10-pentadecadienol). The yield is 66.0%. RXN SMILES: [CH3:1][CH2:2][CH2:3][CH2:4][CH2:5][CH2:6][CH2:7][CH:8]=[CH:9][CH:10]=[CH:11][CH2:12][CH2:13][CH2:14][CH3:15].[OH2:16]>CO>[CH2:15]([OH:16])[CH2:14][CH2:13][CH2:12][CH2:11][CH2:10][CH2:9][CH:8]=[CH:7][CH:6]=[CH:5][CH2:4][CH2:3][CH2:2][CH3:1]. Reported procedure: The pentadecadiene (D) (5.9 g) in 200 ml methanol containing eight drops concentrated HCl was refluxed for 15 minutes. After the solution was cooled, 400 ml of water were added, and the mixture was extracted three times with hexane. The hexane extract was dried over sodium sulfate, and the hexane was removed with a rotary evaporator leaving 3.1 g of crude 8,10-pentadecadienol, which was purified by silica gel liquid chromatography. Unwanted side products were eluted with 10% ether/hexane, and th... Starting materials: BrCC(=O)O (bromoacetic acid), CC=1C=C(C=C(C1O)C)CCC(=O)C1=C2C[C@@H]3[C@H](C2=C(S1)C)C3(C)C (3-(3,5-dimethyl-4-hydroxy-phenyl)-1-((1aS,5aR)-1,1,2-trimethyl-1,1a,5,5a-tetrahydro-3-thia-cyclopropa[a]pentalen-4-yl)-propan-1-one), CC=1C=C(C=C(C1O)C)CCC(=O)C1=C2C[C@@H]3[C@H](C2=C(S1)C)C3(C)C (3-(3,5-dimethyl-4-hydroxy-phenyl)-1-((1aS,5aR)-1,1,2-trimethyl-1,1a,5,5a-tetrahydro-3-thia-cyclopropa[a]pentalen-4-yl)-propan-1-one), BrCC(=O)O (bromoacetic acid). Run in [OH-].[Na+] (NaOH), CC(OCC)=O (EA), C(C)(C)O (isopropanol), [OH-].[Na+] (NaOH). Conditions: temperature 70 celsius, time 2 hour. Product: CC1=C(OCC(=O)O)C(=CC(=C1)CCC(C1=C2C[C@@H]3[C@H](C2=C(S1)C)C3(C)C)=O)C ({2,6-dimethyl-4-[3-oxo-3-((1aS,5aR)-1,1,2-trimethyl-1,1a,5,5a-tetrahydro-3-thia-cyclopropa[a]pentalen-4-yl)-propyl]-phenoxy}-acetic acid). Isolated yield 14.7%. As a reaction SMILES: [CH3:1][C:2]1[CH:3]=[C:4]([CH2:10][CH2:11][C:12]([C:14]2[S:21][C:20]([CH3:22])=[C:19]3[C:15]=2[CH2:16][C@H:17]2[C:23]([CH3:25])([CH3:24])[C@H:18]23)=[O:13])[CH:5]=[C:6]([CH3:9])[C:7]=1[OH:8].Br[CH2:27][C:28]([OH:30])=[O:29]>C(O)(C)C.[OH-].[Na+].CC(=O)OCC>[CH3:1][C:2]1[CH:3]=[C:4]([CH2:10][CH2:11][C:12](=[O:13])[C:14]2[S:21][C:20]([CH3:22])=[C:19]3[C:15]=2[CH2:16][C@H:17]2[C:23]([CH3:25])([CH3:24])[C@H:18]23)[CH:5]=[C:6]([CH3:9])[C:7]=1[O:8][CH2:27][C:28]([OH:30])=[O:29] |f:3.4|. Procedure: A solution of 3-(3,5-dimethyl-4-hydroxy-phenyl)-1-((1aS,5aR)-1,1,2-trimethyl-1,1a,5,5a-tetrahydro-3-thia-cyclopropa[a]pentalen-4-yl)-propan-1-one (350 mg, 0.988 mmol, Intermediate 10) in isopropanol (5 mL) and 3 N aq. NaOH (1.5 mL) is treated with bromoacetic acid (274 mg, 1.98 mmol). The dark red reaction mixture is stirred at 70° C. After 1, 2, 3 and 18 h an additional portion of bromoacetic acid (274 mg, 1.98 mmol) and 3N aq. NaOH (1.5 mL) is added and stirring is continued for 2 h after the ... Starting materials: C(C1=CC=CC=C1)OC=1C(=CN2C1C(N(CC2)C)=O)C(=O)NCC2=CC(=C(C=C2)F)Cl (8-(benzyloxy)-N-(3-chloro-4-fluorobenzyl)-2-methyl-1-oxo-1,2,3,4-tetrahydropyrrolo-[1,2-a]pyrazine-7-carboxamide), C([O-])(O)=O.[Na+] (sodium bicarbonate), BrBr (bromine). The solvent is ClCCl (dichloromethane), ClCCl (dichloromethane). Run at time 2 hour. Product: C(C1=CC=CC=C1)OC=1C(=C(N2C1C(N(CC2)C)=O)Br)C(=O)NCC2=CC(=C(C=C2)F)Cl (8-(Benzyloxy)-6-bromo-N-(3-chloro-4-fluorobenzyl)-2-methyl-1-oxo-1,2,3,4-tetrahydropyrrolo-[1,2-a]pyrazine-7-carboxamide). RXN SMILES: [CH2:1]([O:8][C:9]1[C:10]([C:20]([NH:22][CH2:23][C:24]2[CH:29]=[CH:28][C:27]([F:30])=[C:26]([Cl:31])[CH:25]=2)=[O:21])=[CH:11][N:12]2[CH2:17][CH2:16][N:15]([CH3:18])[C:14](=[O:19])[C:13]=12)[C:2]1[CH:7]=[CH:6][CH:5]=[CH:4][CH:3]=1.C(=O)(O)[O-].[Na+].[Br:37]Br>ClCCl>[CH2:1]([O:8][C:9]1[C:10]([C:20]([NH:22][CH2:23][C:24]2[CH:29]=[CH:28][C:27]([F:30])=[C:26]([Cl:31])[CH:25]=2)=[O:21])=[C:11]([Br:37])[N:12]2[CH2:17][CH2:16][N:15]([CH3:18])[C:14](=[O:19])[C:13]=12)[C:2]1[CH:3]=[CH:4][CH:5]=[CH:6][CH:7]=1 |f:1.2|. Reported procedure: To a mixture of 8-(benzyloxy)-N-(3-chloro-4-fluorobenzyl)-2-methyl-1-oxo-1,2,3,4-tetrahydropyrrolo-[1,2-a]pyrazine-7-carboxamide (0.23 g, 0.51 mmol) and sodium bicarbonate (0.52 g, 6.13 mmol) in dichloromethane (50 mL) at 0° C., a solution of bromine in dichloromethane (0.5 M, 1.1 mL, 0.55 mmol) was added. The reaction mixture was stirred at room temperature for 2 h, filtered, and concentrated under vacuum. The residue was subjected to column chromatography on silica gel eluted with ethyl acetat... Reactants: O1CC(C1)=CC#N (oxetan-3-ylidene-acetonitrile), C1(=CC=CC=C1)CN (phenylmethanamine). Conditions: temperature 60 celsius, time 5 hour. Yields the product C(C1=CC=CC=C1)NC1(COC1)CC#N (3-(benzylamino)oxetan-3-acetonitrile). The yield is 81.6%. As a reaction SMILES: [O:1]1[CH2:4][C:3](=[CH:5][C:6]#[N:7])[CH2:2]1.[C:8]1([CH2:14][NH2:15])[CH:13]=[CH:12][CH:11]=[CH:10][CH:9]=1>>[CH2:14]([NH:15][C:3]1([CH2:5][C:6]#[N:7])[CH2:4][O:1][CH2:2]1)[C:8]1[CH:13]=[CH:12][CH:11]=[CH:10][CH:9]=1. Reported procedure: A mixture of oxetan-3-ylidene-acetonitrile (950 mg, 10 mmol) and phenylmethanamine (1.31 ml, 12 mmol) was heated with stirring at 60° C. for 5 hours under nitrogen. The mixture was concentrated in vacuo. The residue was purified by flash column (eluting with 0-50% ethyl acetate in hexane) to afford 1.65 g of 3-(benzylamino)oxetan-3-acetonitrile as a colorless oil (yield was 81.7%). The reactants are BrC=1C=NC=C(C1)C=O (3-bromopyridine-5-carboxaldehyde), C(=O)(OC(C)(C)C)N1C(=CC2=CC=CC=C12)B(O)O (N-Boc-indoleboronic acid), COC=1C=CC=C(C1C=2C=CC=CC2P(C3CCCCC3)C4CCCCC4)OC (s-Phos), P(=O)([O-])([O-])[O-].[K+].[K+].[K+] (potassium phosphate). Reagents/catalysts: C=1C=CC(=CC1)/C=C/C(=O)/C=C/C2=CC=CC=C2.C=1C=CC(=CC1)/C=C/C(=O)/C=C/C2=CC=CC=C2.C=1C=CC(=CC1)/C=C/C(=O)/C=C/C2=CC=CC=C2.[Pd].[Pd] (Pd2dba3). Solvent: C1(=CC=CC=C1)C (toluene). Run at temperature 85 celsius, time 30 minute. Yields the product N1C(=CC2=CC=CC=C12)C=1C=C(C=NC1)C=O (5-(1H-indol-2-yl)-pyridine-3-carbaldehyde). RXN SMILES: Br[C:2]1[CH:3]=[N:4][CH:5]=[C:6]([CH:8]=[O:9])[CH:7]=1.C([N:17]1[C:25]2[C:20](=[CH:21][CH:22]=[CH:23][CH:24]=2)[CH:19]=[C:18]1B(O)O)(OC(C)(C)C)=O.COC1C=CC=C(OC)C=1C1C=CC=CC=1P(C1CCCCC1)C1CCCCC1.P([O-])([O-])([O-])=O.[K+].[K+].[K+]>C1C=CC(/C=C/C(/C=C/C2C=CC=CC=2)=O)=CC=1.C1C=CC(/C=C/C(/C=C/C2C=CC=CC=2)=O)=CC=1.C1C=CC(/C=C/C(/C=C/C2C=CC=CC=2)=O)=CC=1.[Pd].[Pd].C1(C)C=CC=CC=1>[NH:17]1[C:25]2[C:20](=[CH:21][CH:22]=[CH:23][CH:24]=2)[CH:19]=[C:18]1[C:2]1[CH:7]=[C:6]([CH:8]=[O:9])[CH:5]=[N:4][CH:3]=1 |f:3.4.5.6,7.8.9.10.11|. Procedure: A flask is charged with 3-bromopyridine-5-carboxaldehyde (4.12 g, 21.48 mmol), N-Boc-indoleboronic acid (8.59 g, 32.23 mmol), s-Phos (0.68 g, 1.61 mmol), finely crushed potassium phosphate (9.21 g, 42.97 mmol) and toluene (70 mL). After degassing for 1 h, Pd2dba3 (0.40 g, 0.43 mmol) is added, the flask is flushed with nitrogen and the mixture is heated to 85° C. After 30 min, the mixture is allowed to cool to r.t., diluted with ethyl acetate and filtered through a plug of silica gel. Silica gel ...